From a dataset of the Open Reaction Database (ORD), a public repository of structured organic reaction records. describe an organic reaction: reactants, conditions, products, and yield Reactants: ClC(Cl)(OC(OC(Cl)(Cl)Cl)=O)Cl (triphosgene), C1(=CC=CC=C1)CCCCCN (5-phenylpentan-1-amine), N1C(=O)NC(=O)C=C1 (uracil), C(=O)(O)[O-].[Na+] (NaHCO3). The reagents and catalysts are CN(C)C=1C=CN=CC1 (DMAP). Solvent: C1(=CC=CC=C1)C (toluene), ClCCl (dichloromethane), N1=CC=CC=C1 (pyridine). Conditions: temperature 0 celsius, time 10 minute. Product: O=C1N(C=CC(N1)=O)C(=O)NCCCCCC1=CC=CC=C1 (2,4-dioxo-N-(5-phenylpentyl)pyrimidine-1-carboxamide). Isolated yield 32.0%. RXN SMILES: [C:1]1([CH2:7][CH2:8][CH2:9][CH2:10][CH2:11][NH2:12])[CH:6]=[CH:5][CH:4]=[CH:3][CH:2]=1.[C:13]([O-:16])(O)=O.[Na+].ClC(Cl)(OC(=O)OC(Cl)(Cl)Cl)Cl.[NH:30]1[CH:37]=[CH:36][C:34](=[O:35])[NH:33][C:31]1=[O:32]>ClCCl.C1(C)C=CC=CC=1.CN(C1C=CN=CC=1)C.N1C=CC=CC=1>[O:32]=[C:31]1[NH:33][C:34](=[O:35])[CH:36]=[CH:37][N:30]1[C:13]([NH:12][CH2:11][CH2:10][CH2:9][CH2:8][CH2:7][C:1]1[CH:6]=[CH:5][CH:4]=[CH:3][CH:2]=1)=[O:16] |f:1.2|. Procedure details: 5-phenylpentan-1-amine (0.07 g, 0.43 mmol) was dissolved in dry dichloromethane (4.5 mL). The solution was cooled to 0° C. and saturated aqueous NaHCO3 solution (4.5 mL) was added. The biphasic mixture was stirred for 10 min at 0° C., the layers were allowed to separate then a solution of triphosgene (0.51 g, 0.52 mmol) in dry toluene (2.5 mL) was added to the organic layer. After 15 min the aqueous layer was extracted with dichloromethane (3×10 mL). The combined organic layers were dried over N... Reactants: Example 1b ( e ), O[C@@H]1C[C@@H](N(C1)CCCC#N)CO (4-[(2R,4R)-4-hydroxy-2-hydroxymethylpyrrolidin-1-yl]butyronitrile), C(C)N(C(C1=C(C(=CC=C1)C)C)=O)CC (N,N-diethyl-2,3-dimethylbenzamide). Yields the product O[C@@H]1C[C@@H](N(C1)CCCC=1NC(C2=CC=CC(=C2C1)C)=O)CO (3-{3-[(2R,4R)-4-hydroxy-2-hydroxymethylpyrrolidin-1-yl]propyl}-5-methyl-2H-isoquinolin-1-one). Reaction SMILES: [OH:1][C@H:2]1[CH2:6][N:5]([CH2:7][CH2:8][CH2:9][C:10]#[N:11])[C@@H:4]([CH2:12][OH:13])[CH2:3]1.C(N(CC)[C:17](=[O:26])[C:18]1[CH:23]=[CH:22][CH:21]=[C:20]([CH3:24])[C:19]=1[CH3:25])C>>[OH:1][C@H:2]1[CH2:6][N:5]([CH2:7][CH2:8][CH2:9][C:10]2[NH:11][C:17](=[O:26])[C:18]3[C:19]([CH:25]=2)=[C:20]([CH3:24])[CH:21]=[CH:22][CH:23]=3)[C@@H:4]([CH2:12][OH:13])[CH2:3]1. Procedure details: (3R,5R)-5-Hydroxymethylpyrrolidin-3-ol and 4-bromobutyronitrile are reacted in the presence of potassium carbonate in N,N-dimethylformamide to give 4-[(2R,4R)-4-hydroxy-2-hydroxymethylpyrrolidin-1-yl]butyronitrile. In the same manner as in Example 1b (e) and using 4-[(2R,4R)-4-hydroxy-2-hydroxymethylpyrrolidin-1-yl]butyronitrile and N,N-diethyl-2,3-dimethylbenzamide, 3-{3-[(2R,4R)-4-hydroxy-2-hydroxymethylpyrrolidin-1-yl]propyl}-5-methyl-2H-isoquinolin-1-one is obtained. Reactants: C1COCCN1, CS(C)=O, CNc1nccc(-c2cccnc2Oc2ccc(Nc3nnc(Cl)c4ccccc34)cc2)n1. The product is CNc1nccc(-c2cccnc2Oc2ccc(Nc3nnc(N4CCOCC4)c4ccccc34)cc2)n1. As a reaction SMILES: [CH2:34]1[CH2:35][O:36][CH2:37][CH2:38][NH:39]1.[CH3:40][S:41]([CH3:42])=[O:43].[Cl:1][c:2]1[n:3][n:4][c:5]([NH:12][c:13]2[cH:14][cH:15][c:16]([O:19][c:20]3[n:21][cH:22][cH:23][cH:24][c:25]3-[c:26]3[n:27][c:28]([NH:32][CH3:33])[n:29][cH:30][cH:31]3)[cH:17][cH:18]2)[c:6]2[cH:7][cH:8][cH:9][cH:10][c:11]12>>[c:2]1([N:39]2[CH2:34][CH2:35][O:36][CH2:37][CH2:38]2)[n:3][n:4][c:5]([NH:12][c:13]2[cH:14][cH:15][c:16]([O:19][c:20]3[n:21][cH:22][cH:23][cH:24][c:25]3-[c:26]3[n:27][c:28]([NH:32][CH3:33])[n:29][cH:30][cH:31]3)[cH:17][cH:18]2)[c:6]2[cH:7][cH:8][cH:9][cH:10][c:11]12. Reactants: C1(=CC=C(C=C1)C(=O)C1C(CCCC1)=O)C (2-p-toluoylcyclohexanone), [N+](=O)([O-])[O-].[NH4+] (ammonium nitrate), N (ammonia). Run at time 30 minute. The product is C1(=CC=C(C=C1)C(=O)C1=C(CCCC1)N)C (2-(p-toluoyl)-cyclohex-1-en-1-ylamine). Isolated yield 46.4%. Reaction SMILES: [C:1]1([CH3:16])[CH:6]=[CH:5][C:4]([C:7]([CH:9]2[CH2:14][CH2:13][CH2:12][CH2:11][C:10]2=O)=[O:8])=[CH:3][CH:2]=1.[N+:17]([O-])([O-])=O.[NH4+].N>>[C:1]1([CH3:16])[CH:6]=[CH:5][C:4]([C:7]([C:9]2[CH2:14][CH2:13][CH2:12][CH2:11][C:10]=2[NH2:17])=[O:8])=[CH:3][CH:2]=1 |f:1.2|. Reported procedure: Ammonia gas was bubbled into a cooled flask containing a suspension mixture of 2-p-toluoylcyclohexanone (21.6 g, 0.1 mole) and 8.8 g (0.11 mole) of ammonium nitrate until 17 g (1 mole) of ammonia was absorbed. The flask was stoppered and the mixture stirred for 30 min when a solution resulted. The flask and its mixture was allowed to stand overnight and the resulting brown solution was evaporated. The residue was extracted with boiling diethyl ether, 4×250 ml portions, filtered, and the extract ... Starting materials: solution, C[C@@H]1OC1 ((S)-2-methyloxirane), crude mixture, [NH4+].[Cl-] (NH4Cl), [Li+].C[Si](C)(C)[N-][Si](C)(C)C (LHMDS), C(C)(C)(C)OC(=O)N(C(OC(C)(C)C)=O)C1=N[C@](CS(C1(C)C)(=O)=O)(C)C1=C(C=CC(=C1)[N+](=O)[O-])F (tert-butyl N-tert-butoxycarbonyl-N-[(3R)-3-(2-fluoro-5-nitro-phenyl)-3,6,6-trimethyl-1,1-dioxo-2H-1,4-thiazin-5-yl]carbamate). The solvent is CC(C)([O-])C.[K+] (potassium tert-butoxide), C1CCOC1 (THF), CC(C)(C)O (tBuOH), C1CCOC1 (THF). Conditions: temperature -78 celsius, time 20 minute. The product is CC1(C(=N[C@]2([C@H](S1(=O)=O)C[C@@H](OC1=C2C=C(C=C1)[N+](=O)[O-])C)C)NC(OC(C)(C)C)=O)C (tert-butyl ((4aR,6S,11bR)-3,3,6,11b-tetramethyl-10-nitro-4,4-dioxido-4a,5,6,11b-tetrahydro-3H-benzo[6,7]oxepino[4,5-b][1,4]thiazin-2-yl)carbamate), CC1(C(=N[C@]2([C@@H](S1(=O)=O)C[C@@H](OC1=C2C=C(C=C1)[N+](=O)[O-])C)C)NC(OC(C)(C)C)=O)C (tert-butyl ((4aS,6S,11bR)-3,3,6,11b-tetramethyl-10-nitro-4,4-dioxido-4a,5,6,11b-tetrahydro-3H-benzo[6,7]oxepino[4,5-b][1,4]thiazin-2-yl)carbamate). As a reaction SMILES: [C:1]([O:5][C:6]([N:8]([C:16]1[C:21]([CH3:23])([CH3:22])[S:20](=[O:25])(=[O:24])[CH2:19][C@:18]([C:27]2[CH:32]=[C:31]([N+:33]([O-:35])=[O:34])[CH:30]=[CH:29][C:28]=2F)([CH3:26])[N:17]=1)C(=O)OC(C)(C)C)=[O:7])([CH3:4])([CH3:3])[CH3:2].[Li+].C[Si]([N-][Si](C)(C)C)(C)C.[CH3:47][C@H:48]1[CH2:50][O:49]1.[NH4+].[Cl-]>C1COCC1.CC(O)(C)C.CC(C)([O-])C.[K+]>[CH3:23][C:21]1([CH3:22])[S:20](=[O:25])(=[O:24])[C@@H:19]2[CH2:47][C@H:48]([CH3:50])[O:49][C:28]3[CH:29]=[CH:30][C:31]([N+:33]([O-:35])=[O:34])=[CH:32][C:27]=3[C@@:18]2([CH3:26])[N:17]=[C:16]1[NH:8][C:6](=[O:7])[O:5][C:1]([CH3:3])([CH3:4])[CH3:2].[CH3:23][C:21]1([CH3:22])[S:20](=[O:25])(=[O:24])[C@H:19]2[CH2:47][C@H:48]([CH3:50])[O:49][C:28]3[CH:29]=[CH:30][C:31]([N+:33]([O-:35])=[O:34])=[CH:32][C:27]=3[C@@:18]2([CH3:26])[N:17]=[C:16]1[NH:8][C:6](=[O:7])[O:5][C:1]([CH3:3])([CH3:4])[CH3:2] |f:1.2,4.5,8.9|. Procedure: To a 25-mL round-bottomed dry flask was added tert-butyl N-tert-butoxycarbonyl-N-[(3R)-3-(2-fluoro-5-nitro-phenyl)-3,6,6-trimethyl-1,1-dioxo-2H-1,4-thiazin-5-yl]carbamate (420 mg, 0.793 mmol) in THF (5 ml). The reaction solution was cooled to −78° C., then LHMDS (1 M in THF; 2.0 ml, 2.0 mmol) was added slowly. It was stirred for 20 min, then (S)-2-methyloxirane (92 μl, 1.586 mmol) was added at −78° C. The reaction mixture was stirred from −78° C. to 0° C. After 15 min, it was quenched by sat. aq... Reactants: OC1CN(CC12CCCC2)C(=O)OC(C)(C)C (tert-butyl 4-hydroxy-2-azaspiro[4.4]nonane-2-carboxylate), C=1C=C[NH+]=CC1.[O-][Cr](=O)(=O)Cl (PCC). The solvent is C(Cl)Cl (DCM). Reaction conditions: time 8 hour. Yields the product O=C1CN(CC12CCCC2)C(=O)OC(C)(C)C (tert-butyl 4-oxo-2-azaspiro[4.4]nonane-2-carboxylate). The yield is 79.4%. As a reaction SMILES: [OH:1][CH:2]1[C:6]2([CH2:10][CH2:9][CH2:8][CH2:7]2)[CH2:5][N:4]([C:11]([O:13][C:14]([CH3:17])([CH3:16])[CH3:15])=[O:12])[CH2:3]1.C1C=C[NH+]=CC=1.[O-][Cr](Cl)(=O)=O>C(Cl)Cl>[O:1]=[C:2]1[C:6]2([CH2:10][CH2:9][CH2:8][CH2:7]2)[CH2:5][N:4]([C:11]([O:13][C:14]([CH3:17])([CH3:16])[CH3:15])=[O:12])[CH2:3]1 |f:1.2|. Procedure details: To a solution of tert-butyl 4-hydroxy-2-azaspiro[4.4]nonane-2-carboxylate (10.87 g, 45.04 mmol) in DCM (200 mL) were added 4 Å molecular sieve (20.00 g) followed by PCC (24.27 g, 112.6 mmol) slowly and the mixture was stirred at rt overnight. The resulting mixture was filtered and the filter cake was washed with EtOAc (50 mL×3). The filtrate was concentrated in vacuo and the residue was purified by silica gel column chromatography (EtOAc/PE (v/v)=1/50 to 1/10) to give the product as a white soli... The reactants are CC1CN(c2ccc(C(F)(F)F)c(Cl)n2)CCN1C(=O)OC(C)(C)C, ClCCl, O=C(O)C(F)(F)F. Product: CC1CN(c2ccc(C(F)(F)F)c(Cl)n2)CCN1. RXN SMILES: [C:1]([O:2][C:3](=[O:4])[N:8]1[CH:9]([CH3:25])[CH2:10][N:11]([c:14]2[n:15][c:16]([Cl:24])[c:17]([C:20]([F:21])([F:22])[F:23])[cH:18][cH:19]2)[CH2:12][CH2:13]1)([CH3:5])([CH3:6])[CH3:7].[Cl:26][CH2:27][Cl:28].[F:29][C:30]([F:31])([F:32])[C:33]([OH:34])=[O:35]>>[NH:8]1[CH:9]([CH3:25])[CH2:10][N:11]([c:14]2[n:15][c:16]([Cl:24])[c:17]([C:20]([F:21])([F:22])[F:23])[cH:18][cH:19]2)[CH2:12][CH2:13]1. Starting materials: CC#N, O=S(=O)(c1cccc(CO)c1)N1CCCCC1, O=[Cr](=O)([O-])Cl, c1cc[nH+]cc1. The product is O=Cc1cccc(S(=O)(=O)N2CCCCC2)c1. RXN SMILES: [CH3:29][C:30]#[N:31].[N:1]1([S:7](=[O:8])(=[O:9])[c:10]2[cH:11][c:12]([CH2:16][OH:17])[cH:13][cH:14][cH:15]2)[CH2:2][CH2:3][CH2:4][CH2:5][CH2:6]1.[O:18]=[Cr:19]([Cl:20])([O-:21])=[O:22].[nH+:23]1[cH:24][cH:25][cH:26][cH:27][cH:28]1>>[N:1]1([S:7](=[O:8])(=[O:9])[c:10]2[cH:11][c:12]([CH:16]=[O:17])[cH:13][cH:14][cH:15]2)[CH2:2][CH2:3][CH2:4][CH2:5][CH2:6]1. The reactants are ClC1=NN=C(C2=CC=C(C=C12)OC)CC1=C(C=NC=C1Cl)Cl (4-chloro-1-(3,5-dichloro-pyridin-4-ylmethyl)-6-methoxy-phthalazine), N1CCCC1 (pyrrolidine). Run in CN(C)C=O (DMF). The product is ClC=1C=NC=C(C1CC1=NN=C(C2=CC(=CC=C12)OC)N1CCCC1)Cl (1-(3,5-Dichloro-pyridin-4-ylmethyl)-6-methoxy-4-pyrrolidin-1-yl-phthalazine). Yield: 71.0%. As a reaction SMILES: Cl[C:2]1[C:11]2[C:6](=[CH:7][CH:8]=[C:9]([O:12][CH3:13])[CH:10]=2)[C:5]([CH2:14][C:15]2[C:20]([Cl:21])=[CH:19][N:18]=[CH:17][C:16]=2[Cl:22])=[N:4][N:3]=1.[NH:23]1[CH2:27][CH2:26][CH2:25][CH2:24]1>CN(C=O)C>[Cl:22][C:16]1[CH:17]=[N:18][CH:19]=[C:20]([Cl:21])[C:15]=1[CH2:14][C:5]1[C:6]2[C:11](=[CH:10][C:9]([O:12][CH3:13])=[CH:8][CH:7]=2)[C:2]([N:23]2[CH2:27][CH2:26][CH2:25][CH2:24]2)=[N:3][N:4]=1. Procedure: A solution of 4-chloro-1-(3,5-dichloro-pyridin-4-ylmethyl)-6-methoxy-phthalazine (1 g, 2.82 mmoles), prepared as described in example 45, in DMF (25 ml) was stirred under dry N2 at room temperature, and dropwise added with pyrrolidine. The mixture was heated at 100° C. for 20 hours, then concentrated and partitioned between water and CH2Cl2. The organic phase was washed with water, anhydrified and concentrated to give a solid which was crystallised from ethyl acetate (25 ml) to give 0.77 g of th... Procedure details: A solution of 4-methylthiobenzyl chloride (3.1 g) and triphenylphosphine (4.72 g) was heated in toluene (35 mL) at reflux for 18 hr. The mixture was cooled to 0° C. and filtered. The resulting solid was used as such in the next step. Reaction conditions: temperature 0 celsius. Run in C1(=CC=CC=C1)C (toluene). Reactants: CSC1=CC=C(CCl)C=C1 (4-methylthiobenzyl chloride), C1(=CC=CC=C1)P(C1=CC=CC=C1)C1=CC=CC=C1 (triphenylphosphine). Reaction SMILES: [CH3:1][S:2][C:3]1[CH:10]=[CH:9][C:6]([CH2:7][Cl:8])=[CH:5][CH:4]=1.[C:11]1([P:17]([C:24]2[CH:29]=[CH:28][CH:27]=[CH:26][CH:25]=2)[C:18]2[CH:23]=[CH:22][CH:21]=[CH:20][CH:19]=2)[CH:16]=[CH:15][CH:14]=[CH:13][CH:12]=1>C1(C)C=CC=CC=1>[Cl-:8].[CH3:1][S:2][C:3]1[CH:10]=[CH:9][C:6]([CH2:7][P+:17]([C:18]2[CH:19]=[CH:20][CH:21]=[CH:22][CH:23]=2)([C:24]2[CH:29]=[CH:28][CH:27]=[CH:26][CH:25]=2)[C:11]2[CH:12]=[CH:13][CH:14]=[CH:15][CH:16]=2)=[CH:5][CH:4]=1 |f:3.4|. The product is [Cl-].CSC1=CC=C(C[P+](C2=CC=CC=C2)(C2=CC=CC=C2)C2=CC=CC=C2)C=C1 (4-Methylthiobenzyltriphenylphosphonium chloride).